From a dataset of the Open Reaction Database (ORD), a public repository of structured organic reaction records. describe an organic reaction: reactants, conditions, products, and yield Reactants: [Si](C)(C)(C(C)(C)C)N1C([C@H]([C@@H]1SC(C1=CC=CC=C1)(C1=CC=CC=C1)C1=CC=CC=C1)CO)=O (trans 1-t-Butyldimethylsilyl-3-hydroxymethyl-4-triphenylmethylthio-2-azetidinone), [N-]=[N+]=[N-].[Na+] (sodium azide). Run in CN(C)P(=O)(N(C)C)N(C)C (HMPA). Conditions: time 4.5 hour. The product is OC[C@@H]1C(N[C@H]1SC(C1=CC=CC=C1)(C1=CC=CC=C1)C1=CC=CC=C1)=O (trans 3-hydroxymethyl-4-triphenylmethylthio-2-azetidinone). As a reaction SMILES: [Si]([N:8]1[C@@H:11]([S:12][C:13]([C:26]2[CH:31]=[CH:30][CH:29]=[CH:28][CH:27]=2)([C:20]2[CH:25]=[CH:24][CH:23]=[CH:22][CH:21]=2)[C:14]2[CH:19]=[CH:18][CH:17]=[CH:16][CH:15]=2)[C@H:10]([CH2:32][OH:33])[C:9]1=[O:34])(C(C)(C)C)(C)C.[N-]=[N+]=[N-].[Na+]>CN(P(N(C)C)(N(C)C)=O)C>[OH:33][CH2:32][C@H:10]1[C@H:11]([S:12][C:13]([C:14]2[CH:19]=[CH:18][CH:17]=[CH:16][CH:15]=2)([C:20]2[CH:21]=[CH:22][CH:23]=[CH:24][CH:25]=2)[C:26]2[CH:31]=[CH:30][CH:29]=[CH:28][CH:27]=2)[NH:8][C:9]1=[O:34] |f:1.2|. Reported procedure: To a solution of trans 1-t-Butyldimethylsilyl-3-hydroxymethyl-4-triphenylmethylthio-2-azetidinone (9.3 g, 19 mmol) in HMPA-10% H2O (40 ml) was added sodium azide (1.5 g, 23 mmol) and the mixture stirred at room temperature for 4.5 h, followed by partition between water and a mixture of ether (60 ml) and petroleum ether (40 ml). The organic phase was washed with water several times, dried and concentrated to give an oil which crystallized from CH2Cl2 -ether to give the title compound as a solid, ... Reaction SMILES: O[CH2:2][CH2:3][O:4][CH2:5][N:6]1[CH:14]=[N:13][C:12]2[C:11](=[O:15])[NH:10][C:9]([NH2:16])=[N:8][C:7]1=2.[H-].[Na+].[CH3:19][CH:20]([CH3:26])[CH2:21][C:22](=O)[CH2:23]Br.N.CN(C)C=[O:31]>>[OH:31][C:14]1[N:6]([CH2:5][O:4][CH2:3][CH3:2])[C:7]2[N:8]=[C:9]3[N:10]([CH:23]=[C:22]([CH2:21][CH:20]([CH3:26])[CH3:19])[NH:16]3)[C:11](=[O:15])[C:12]=2[N:13]=1 |f:1.2|. The product is OC1=NC=2C(N3C=C(NC3=NC2N1COCC)CC(C)C)=O (2-hydroxy-ethoxymethyl-6-(2-methylpropanyl)-3,5-dihydro-1,3,4,5,7a-pentaaza-s-indacen-8-one). Run at time 3 hour. Procedure details: A solution of 676 mg a 9-[(2-hydroxyethoxy)methyl]guanine (acyclovir), 18 mL N,N-dimethylformamide (DMF), and 200 mg sodium hydride (80%) was stirred at room temperature for 15 min, then 0.7 mL 4-methyl-1-bromopentan-2-one was added dropwise into the solution. Changing to dark-brown color, the solution was stirred at room temperature for 3 hr, added 15 mL ammonia, and was continuously stirred overnight. The solvent was removed to obtain a residue, which was purified by column chromatography (sil... Starting materials: OCCOCN1C=2N=C(NC(C2N=C1)=O)N (9-[(2-hydroxyethoxy)methyl]guanine), [H-].[Na+] (sodium hydride), CN(C=O)C (N,N-dimethylformamide), N (ammonia), CC(CC(CBr)=O)C (4-methyl-1-bromopentan-2-one). Reactants: C=C1CC(C(=O)OC)C(C(=O)OC)C1, CC(=O)OC(C)=O, [Na+], [OH-]. The product is C=C1CC2C(=O)OC(=O)C2C1. Reaction SMILES: [C:1]([O:3][CH3:4])([CH:5]1[CH:6]([C:11](=[O:12])[O:13][CH3:2])[CH2:7][C:8](=[CH2:10])[CH2:9]1)=[O:14].[CH3:17][C:18]([O:19][C:20](=[O:21])[CH3:22])=[O:23].[Na+:16].[OH-:15]>>[C:1]1(=[O:3])[CH:5]2[CH:6]([CH2:7][C:8](=[CH2:10])[CH2:9]2)[C:11](=[O:12])[O:13]1. Reactants: Cc1ccc(S(=O)(=O)N2CCCC(CBr)c3ccccc32)cc1, CS(C)=O, N#C[K]. The product is Cc1ccc(S(=O)(=O)N2CCCC(CC#N)c3ccccc32)cc1. RXN SMILES: [Br:1][CH2:2][CH:3]1[CH2:4][CH2:5][CH2:6][N:7]([S:14](=[O:15])(=[O:16])[c:17]2[cH:18][cH:19][c:20]([CH3:23])[cH:21][cH:22]2)[c:8]2[c:9]1[cH:10][cH:11][cH:12][cH:13]2.[CH3:27][S:28](=[O:29])[CH3:30].[K:24][C:25]#[N:26]>>[CH2:2]([CH:3]1[CH2:4][CH2:5][CH2:6][N:7]([S:14](=[O:15])(=[O:16])[c:17]2[cH:18][cH:19][c:20]([CH3:23])[cH:21][cH:22]2)[c:8]2[c:9]1[cH:10][cH:11][cH:12][cH:13]2)[C:25]#[N:26].